This data is from the Open Reaction Database (ORD), a public repository of structured organic reaction records. The task is: describe an organic reaction: reactants, conditions, products, and yield Reaction SMILES: [C:1](Cl)(=[O:8])[C:2]1[CH:7]=[CH:6][CH:5]=[CH:4][CH:3]=1.[NH2:10][C:11]1[CH:12]=[C:13]([C:18]([NH:21][CH2:22][CH2:23][CH2:24][N:25]2[CH:29]=[CH:28][N:27]=[CH:26]2)([CH3:20])[CH3:19])[CH:14]=[CH:15][C:16]=1[Cl:17].Cl>ClCCl.C(N(CC)CC)C>[Cl:17][C:16]1[CH:15]=[CH:14][C:13]([C:18]([NH:21][CH2:22][CH2:23][CH2:24][N:25]2[CH:29]=[CH:28][N:27]=[CH:26]2)([CH3:19])[CH3:20])=[CH:12][C:11]=1[NH:10][C:1](=[O:8])[C:2]1[CH:7]=[CH:6][CH:5]=[CH:4][CH:3]=1. Starting materials: C(C1=CC=CC=C1)(=O)Cl (Benzoyl chloride), NC=1C=C(C=CC1Cl)C(C)(C)NCCCN1C=NC=C1 (N-[1-(3-amino-4-chlorophenyl)-1-methylethyl]-3-(imidazol-1-yl)propylamine), Cl (hydrogen chloride). Conditions: temperature 0 celsius, time 18 hour. The product is ClC1=C(NC(C2=CC=CC=C2)=O)C=C(C=C1)C(C)(C)NCCCN1C=NC=C1 (2′-chloro-5′-{1-[3-(imidazol-1-yl)propylamino]-1-methylethyl}benzanilide). Solvent: ClCCl (dichloromethane), C(C)N(CC)CC (triethylamine). Procedure: Benzoyl chloride (0.21 ml) was added to a solution of N-[1-(3-amino-4-chlorophenyl)-1-methylethyl]-3-(imidazol-1-yl)propylamine (0.50 g) in dichloromethane (50 ml) and triethylamine (0.25 ml) with stirring at 0° C. The mixture was allowed to warm up to ambient temperature and stirred at this temperature for 18 hours. The mixture was washed with water, dried and evaporated. The residue was purified by flash column chromatography on silica using ethyl acetate/methanol/triethylamine (8:1:1) as the ...